From a dataset of the Open Reaction Database (ORD), a public repository of structured organic reaction records. describe an organic reaction: reactants, conditions, products, and yield Reactants: CCOC(=O)c1cc2c([nH]1)c(N(C)S(=O)(=O)c1cccs1)cn2CC, CCO, [Na+], C1CCOC1, [OH-]. The product is CCn1cc(N(C)S(=O)(=O)c2cccs2)c2[nH]c(C(=O)O)cc21. As a reaction SMILES: [CH2:1]([CH3:2])[n:3]1[cH:4][c:5]([N:16]([S:17](=[O:18])(=[O:19])[c:20]2[s:21][cH:22][cH:23][cH:24]2)[CH3:25])[c:6]2[nH:7][c:8]([C:11](=[O:12])[O:13][CH2:14][CH3:15])[cH:9][c:10]12.[CH3:33][CH2:34][OH:35].[Na+:32].[O:26]1[CH2:27][CH2:28][CH2:29][CH2:30]1.[OH-:31]>>[CH2:1]([CH3:2])[n:3]1[cH:4][c:5]([N:16]([S:17](=[O:18])(=[O:19])[c:20]2[s:21][cH:22][cH:23][cH:24]2)[CH3:25])[c:6]2[nH:7][c:8]([C:11](=[O:12])[OH:13])[cH:9][c:10]12. Reactants: ClC(=O)OC(Cl)(Cl)Cl (Trichloromethyl chloroformate), COC1=CC(=C(C=C1OC)CCO)[N+](=O)[O-] (2-(4,5-dimethoxy-2-nitrophenyl)ethanol). Solvent: C1CCOC1 (THF), C1CCOC1 (THF). Run at time 10 minute. Yields the product COC1=CC(=C(C=C1OC)CCOC(=O)Cl)[N+](=O)[O-] (2-(4,5-dimethoxy-2-nitrophenyl)ethoxycarbonyl chloride). Yield: 97.9%. RXN SMILES: [Cl:1][C:2]([O:4][C:5](Cl)(Cl)Cl)=[O:3].[CH3:9][O:10][C:11]1[C:16]([O:17][CH3:18])=[CH:15][C:14]([CH2:19]CO)=[C:13]([N+:22]([O-:24])=[O:23])[CH:12]=1>C1COCC1>[CH3:9][O:10][C:11]1[C:16]([O:17][CH3:18])=[CH:15][C:14]([CH2:19][CH2:5][O:4][C:2]([Cl:1])=[O:3])=[C:13]([N+:22]([O-:24])=[O:23])[CH:12]=1. Procedure: Trichloromethyl chloroformate (0.26 ml, 2.2 mmol) in THF (5 ml, dist. over CaH2) was cooled by means of an ice bath to 0° C. A solution of 2-(4,5-dimethoxy-2-nitrophenyl)ethanol (500 mg, 2.2 mmol) and Et3 N (218 mg, 0.3 ml, 2.2 mmol, dist. over CaH2) in THF (15 ml, dist. over CaH2) was added dropwise thereto for 10 min. The ice bath was then removed and the solution was stirred further at room temperature. After being stirred for 30 min, a spatula tip of activated carbon was added to the reactio... Starting materials: O=C(n1ccnc1)n1ccnc1, CCS(N)(=O)=O, C1CCC2=NCCCN2CC1, C1CCOC1, CN(C)c1ccncc1, CCOC(C)=O, O=C(O)c1cc2c(s1)c(C1CCCCC1)c(-c1ccc(Cl)cc1)n2CC(=O)N1CCOCC1. The product is CCS(=O)(=O)NC(=O)c1cc2c(s1)c(C1CCCCC1)c(-c1ccc(Cl)cc1)n2CC(=O)N1CCOCC1. Reaction SMILES: [C:34]([n:35]1[cH:36][cH:37][n:38][cH:39]1)([n:40]1[cH:41][cH:42][n:43][cH:44]1)=[O:45].[CH2:46]([CH3:47])[S:48](=[O:49])(=[O:50])[NH2:51].[CH2:52]1[CH2:53][CH2:54][C:55]2=[N:60][CH2:59][CH2:58][CH2:57][N:56]2[CH2:61][CH2:62]1.[CH2:63]1[O:64][CH2:65][CH2:66][CH2:67]1.[CH3:68][N:69]([c:70]1[cH:71][cH:72][n:73][cH:74][cH:75]1)[CH3:76].[CH3:77][CH2:78][O:79][C:80]([CH3:81])=[O:82].[Cl:1][c:2]1[cH:3][cH:4][c:5](-[c:8]2[c:9]([CH:28]3[CH2:29][CH2:30][CH2:31][CH2:32][CH2:33]3)[c:10]3[c:11]([n:12]2[CH2:13][C:14](=[O:15])[N:16]2[CH2:17][CH2:18][O:19][CH2:20][CH2:21]2)[cH:22][c:23]([C:25](=[O:26])[OH:27])[s:24]3)[cH:6][cH:7]1>>[Cl:1][c:2]1[cH:3][cH:4][c:5](-[c:8]2[c:9]([CH:28]3[CH2:29][CH2:30][CH2:31][CH2:32][CH2:33]3)[c:10]3[c:11]([n:12]2[CH2:13][C:14](=[O:15])[N:16]2[CH2:17][CH2:18][O:19][CH2:20][CH2:21]2)[cH:22][c:23]([C:25](=[O:27])[NH:51][S:48]([CH2:46][CH3:47])(=[O:49])=[O:50])[s:24]3)[cH:6][cH:7]1.